From a dataset of the Open Reaction Database (ORD), a public repository of structured organic reaction records. describe an organic reaction: reactants, conditions, products, and yield Reactants: ClC(Cl)Cl, Cl, O=S(Cl)Cl, OCCCCCCc1ccncc1. Product: ClCCCCCCc1ccncc1. Reaction SMILES: [Cl:19][CH:20]([Cl:21])[Cl:22].[ClH:5].[S:1]([Cl:2])([Cl:3])=[O:4].[n:6]1[cH:7][cH:8][c:9]([CH2:12][CH2:13][CH2:14][CH2:15][CH2:16][CH2:17][OH:18])[cH:10][cH:11]1>>[Cl:5][CH2:17][CH2:16][CH2:15][CH2:14][CH2:13][CH2:12][c:9]1[cH:8][cH:7][n:6][cH:11][cH:10]1. The reactants are CC(C)OP(=O)(CBr)OC(C)C, CC(C)(C)[O-], [Li+], CN(C)C=O, COc1c(C)c2c(c(O)c1CC=C(C)CO)C(=O)OC2. Product: COc1c(C)c2c(c(O)c1CC=C(C)COCP(=O)(OC(C)C)OC(C)C)C(=O)OC2. As a reaction SMILES: [Br:21][CH2:22][P:23]([O:24][CH:25]([CH3:26])[CH3:27])([O:28][CH:29]([CH3:30])[CH3:31])=[O:32].[CH3:33][C:34]([CH3:35])([O-:36])[CH3:37].[Li+:38].[O:39]=[CH:40][N:41]([CH3:42])[CH3:43].[OH:1][c:2]1[c:3]([CH2:15][CH:16]=[C:17]([CH2:18][OH:19])[CH3:20])[c:4]([O:13][CH3:14])[c:5]([CH3:12])[c:6]2[c:10]1[C:9](=[O:11])[O:8][CH2:7]2>>[OH:1][c:2]1[c:3]([CH2:15][CH:16]=[C:17]([CH2:18][O:19][CH2:22][P:23]([O:24][CH:25]([CH3:26])[CH3:27])([O:28][CH:29]([CH3:30])[CH3:31])=[O:32])[CH3:20])[c:4]([O:13][CH3:14])[c:5]([CH3:12])[c:6]2[c:10]1[C:9](=[O:11])[O:8][CH2:7]2. The reactants are O1CCOC12CC=C(CC2)C2=NC=CC=C2O (2-(1,4-Dioxa-spiro[4.5]dec-7-en-8-yl)-pyridin-3-ol), N1C(C=CC=C1)=O (pyridin-2(1H)-one), C(=O)([O-])[O-].[Cs+].[Cs+] (Cs2CO3). The solvent is CN(C)C=O (DMF). Conditions: temperature 80 celsius. The product is O1CCOC12CCC(CC2)N2C(C=CC=C2)=O (1-(1,4-dioxaspiro[4.5]decan-8-yl)pyridin-2(1H)-one). As a reaction SMILES: [O:1]1[C:5]2([CH2:10][CH2:9][C:8](C3C(O)=CC=CN=3)=[CH:7][CH2:6]2)[O:4][CH2:3][CH2:2]1.[NH:18]1[CH:23]=[CH:22][CH:21]=[CH:20][C:19]1=[O:24].C([O-])([O-])=O.[Cs+].[Cs+]>CN(C=O)C>[O:4]1[C:5]2([CH2:6][CH2:7][CH:8]([N:18]3[CH:23]=[CH:22][CH:21]=[CH:20][C:19]3=[O:24])[CH2:9][CH2:10]2)[O:1][CH2:2][CH2:3]1 |f:2.3.4|. Procedure details: A solution of 4-dioxaspiro[4.5]decan-8-yl methanesulfonate (497 mg, 2 mmol) from example 1, step A and pyridin-2(1H)-one (200 mg, 2 mmol) in DMF was treated with Cs2CO3 (1 g, 3 mmol) and heated at 80° C. for 18 h. DMF was removed under vacuum and the residue was purified by silica column chromatography to give the title compound. Reactants: ice water, BrBr (bromine), C(C)(=O)C=1SC=C(C1OC(=O)C1CCCCC1)C(=O)OC (Methyl 2-acetyl-3-cyclohexanecarbonyloxythiophene-4-carboxylate). The solvent is C(C)(=O)O (acetic acid), C(C)(=O)O (acetic acid). The product is BrCC(=O)C=1SC=C(C1OC(=O)C1CCCCC1)C(=O)OC (Methyl 2-(2-bromoacetyl)-3-cyclohexanecarbonyloxythiophene-4-carboxylate). The yield is 29.0%. As a reaction SMILES: [Br:1]Br.[C:3]([C:6]1[S:7][CH:8]=[C:9]([C:20]([O:22][CH3:23])=[O:21])[C:10]=1[O:11][C:12]([CH:14]1[CH2:19][CH2:18][CH2:17][CH2:16][CH2:15]1)=[O:13])(=[O:5])[CH3:4]>C(O)(=O)C>[Br:1][CH2:4][C:3]([C:6]1[S:7][CH:8]=[C:9]([C:20]([O:22][CH3:23])=[O:21])[C:10]=1[O:11][C:12]([CH:14]1[CH2:15][CH2:16][CH2:17][CH2:18][CH2:19]1)=[O:13])=[O:5]. Procedure details: A solution of 0.70 mL of bromine in 3.45 mL of acetic acid was added dropwise over a period of 60 minutes to a solution of 3.56 g of Compound 3A in 34.5 mL of acetic acid at 20-25° C. while stirring. After stirring further for 2.5 hours at 20-25° C., the mixture was poured into ice water and extracted with diethyl ether (2×80 mL). The combined organic layers were washed with water (2×80 mL), 10% aqueous sodium carbonate (100 mL) and water (3×80 mL), dried over sodium sulphate and evaporated to d... Reactants: C(C=C)ON1[C@@H]2C(=C[C@H](N(C1=O)C2)C(=O)N)C ((2S,5R)-6-(allyloxy)-4-methyl-7-oxo-1,6-diazabicyclo[3.2.1]oct-3-ene-2-carboxamide), C(C=C)ONC1C=C([C@@H](NC1)C(=O)N)C1CC1 ((R)-5-(allyloxyamino)-3-cyclopropyl-1,2,5,6-tetrahydropyridine-2-carboxamide), C(C=C)ONC1C=C([C@@H](NC1)C(=O)N)C1CC1 ((R)-5-(allyloxyamino)-3-cyclopropyl-1,2,5,6-tetrahydropyridine-2-carboxamide). The product is C(C=C)ON1[C@@H]2C=C([C@H](N(C1=O)C2)C(=O)N)C2CC2 ((2S,5R)-6-(allyloxy)-3-cyclopropyl-7-oxo-1,6-diazabicyclo[3.2.1]oct-3-ene-2-carboxamide), oil. Isolated yield 74.0%. RXN SMILES: [CH2:1]([O:4][NH:5][CH:6]1[CH2:11][NH:10][C@@H:9]([C:12]([NH2:14])=[O:13])[C:8]([CH:15]2[CH2:17][CH2:16]2)=[CH:7]1)[CH:2]=[CH2:3].[CH2:18]([O:21]N1C(=O)N2C[C@H]1C(C)=C[C@H]2C(N)=O)C=C>>[CH2:1]([O:4][N:5]1[C:18](=[O:21])[N:10]2[CH2:11][C@H:6]1[CH:7]=[C:8]([CH:15]1[CH2:16][CH2:17]1)[C@H:9]2[C:12]([NH2:14])=[O:13])[CH:2]=[CH2:3]. Procedure: The title compound was prepared from (R)-5-(allyloxyamino)-3-cyclopropyl-1,2,5,6-tetrahydropyridine-2-carboxamide (Intermediate 244, 0.316 g, 1.33 mmol) following the procedure described for Intermediate 16. The desired product was obtained as a colorless oil (0.261 g, 74%). Reactants: BrCC1=CC=C(C=C1)C1(CC=CC1)C(=O)OC (methyl 1-(4'-bromomethylphenyl)cyclopent-3-ene-1-carboxylate), 400974 A2, C(C)C1=NC=2C(=NC(=CC2C)C)N1 (2-ethyl-5,7-dimethyl-3H-imidazo[4,5-b]pyridine), [H-].[Na+] (sodium hydride), NC1=NC(=CC(=C1)C)C (2-amino-4,6-dimethylpyridine), diamine, C(CC)(=O)O (propionic acid), polyphosphoric acid. Solvent: CN(C)C=O (DMF), CN(C)C=O (DMF), CN(C)C=O (DMF). Reaction conditions: time 8 hour. The product is C(C)C1=NC=2C(=NC(=CC2C)C)N1CC1=CC=C(C=C1)C1(CC=CC1)C(=O)OC (methyl 1-[4'-(2"-ethyl-5",7"-dimethylimidazo[4,5-b]pyridin-3-yl)methylphenyl]cyclopent-3-ene-1-carboxylate). Reaction SMILES: [H-].[Na+].[CH2:3]([C:5]1[NH:15][C:8]2=[N:9][C:10]([CH3:14])=[CH:11][C:12]([CH3:13])=[C:7]2[N:6]=1)[CH3:4].NC1C=C(C)C=C(C)N=1.C(O)(=O)CC.Br[CH2:31][C:32]1[CH:37]=[CH:36][C:35]([C:38]2([C:43]([O:45][CH3:46])=[O:44])[CH2:42][CH:41]=[CH:40][CH2:39]2)=[CH:34][CH:33]=1>CN(C=O)C>[CH2:3]([C:5]1[N:15]([CH2:31][C:32]2[CH:33]=[CH:34][C:35]([C:38]3([C:43]([O:45][CH3:46])=[O:44])[CH2:42][CH:41]=[CH:40][CH2:39]3)=[CH:36][CH:37]=2)[C:8]2=[N:9][C:10]([CH3:14])=[CH:11][C:12]([CH3:13])=[C:7]2[N:6]=1)[CH3:4] |f:0.1|. Reported procedure: To a suspension of sodium hydride (0.885 g, 22.1 mmol) in 50 ml of DMF at 0° C. was added a solution of 2-ethyl-5,7-dimethyl-3H-imidazo[4,5-b]pyridine (3.57 g, 20 mmol, prepared from 2-amino-4,6-dimethylpyridine by nitration, hydrogenolysis to the diamine and condensation with propionic acid and polyphosphoric acid, as described in EP 400974 A2) in 10 ml of DMF dropwise and the reaction mixture was warmed to room temperature. After 20 minutes the reaction was cooled to 0° C. and a solution of th... The reactants are CC1(OC[C@H](O1)C(=O)N1CC=C(CC1)C1=C(C=C(C=C1F)N1C(O[C@H](C1)CN(C(=O)OC(C)(C)C)C1=CC(=NS1)C)=O)F)C (3-(4-(1-(2,2-dimethyl-1,3-dioxolan-4-(S)-ylcarbonyl)-1,2,5,6-tetrahydropyrid-4-yl)-3,5-difluorophenyl)-5(R)-(N-(t-butoxycarbonyl)-3-methylisothiazol-5-ylaminomethyl)oxazolidin-2-one), CO (methanol). The solvent is ClCCl (dichloromethane). The product is O[C@H](C(=O)N1CC=C(CC1)C1=C(C=C(C=C1F)N1C(O[C@H](C1)CNC1=CC(=NS1)C)=O)F)CO (3-(4-(1-((2S)-2,3-Dihydroxypropanoyl)-1,2,5,6-tetrahydropyrid-4-yl)-3,5-difluorophenyl)-5-(S)-(3-methylisothiazol-5-ylaminomethyl)oxazolidin-2-one). Isolated yield 47.2%. Reaction SMILES: CC1(C)[O:6][C@H:5]([C:7]([N:9]2[CH2:14][CH2:13][C:12]([C:15]3[C:20]([F:21])=[CH:19][C:18]([N:22]4[CH2:26][C@H:25]([CH2:27][N:28]([C:36]5[S:40][N:39]=[C:38]([CH3:41])[CH:37]=5)C(OC(C)(C)C)=O)[O:24][C:23]4=[O:42])=[CH:17][C:16]=3[F:43])=[CH:11][CH2:10]2)=[O:8])[CH2:4][O:3]1.CO>ClCCl>[OH:6][C@@H:5]([CH2:4][OH:3])[C:7]([N:9]1[CH2:14][CH2:13][C:12]([C:15]2[C:20]([F:21])=[CH:19][C:18]([N:22]3[CH2:26][C@H:25]([CH2:27][NH:28][C:36]4[S:40][N:39]=[C:38]([CH3:41])[CH:37]=4)[O:24][C:23]3=[O:42])=[CH:17][C:16]=2[F:43])=[CH:11][CH2:10]1)=[O:8]. Reported procedure: Using essentially the technique of Example 20, but starting from 3-(4-(1-(2,2-dimethyl-1,3-dioxolan-4-(S)-ylcarbonyl)-1,2,5,6-tetrahydropyrid-4-yl)-3,5-difluorophenyl)-5(R)-(N-(t-butoxycarbonyl)-3-methylisothiazol-5-ylaminomethyl)oxazolidin-2-one (250 mg, 0.39 mM), and using a gradient increasing in polarity from 0 to 20% methanol in dichloromethane for chromatography, gave the desired product (92 mg). NMR (DMSO-d6) δ: 2.16 (s, 3H); 2.29 (m, 1H); 2.37 (m, 1H); 3.42 (t, 2H); 3.47 (m, 1H); 3.55 (m...